describe an organic reaction: reactants, conditions, products, and yield From a dataset of the Open Reaction Database (ORD), a public repository of structured organic reaction records. The reactants are FC1=CC=C(C(=O)OCC)C=C1 (Ethyl 4-fluorobenzoate), N1CCNCCC1 (1,4-diazepane). Solvent: CS(=O)C (DMSO). Conditions: temperature 100 celsius, time 24 hour. The product is N1(CCNCCC1)C1=CC=C(C(=O)OCC)C=C1 (ethyl 4-(1,4-diazepan-1-yl)benzoate). Yield: 93.6%. As a reaction SMILES: F[C:2]1[CH:12]=[CH:11][C:5]([C:6]([O:8][CH2:9][CH3:10])=[O:7])=[CH:4][CH:3]=1.[NH:13]1[CH2:19][CH2:18][CH2:17][NH:16][CH2:15][CH2:14]1>CS(C)=O>[N:13]1([C:2]2[CH:12]=[CH:11][C:5]([C:6]([O:8][CH2:9][CH3:10])=[O:7])=[CH:4][CH:3]=2)[CH2:19][CH2:18][CH2:17][NH:16][CH2:15][CH2:14]1. Procedure details: Ethyl 4-fluorobenzoate (11.01 mL, 75 mmol) and 1,4-diazepane (30.0 g, 300.00 mmol) in DMSO (150 mL) warmed to 100° C. under nitrogen. The resulting solution was stirred at 100° C. for 24 h. The reaction mixture was cooled and evaporated to dryness. The reaction mixture was quenched with 2M NaOH (150 mL), extracted with EtOAc (3×75 mL), the organic layer was washed with saturated brine (100 ml), dried over MgSO4, filtered and evaporated to afford ethyl 4-(1,4-diazepan-1-yl)benzoate (17.43 g, 94%)...